From a dataset of the Open Reaction Database (ORD), a public repository of structured organic reaction records. describe an organic reaction: reactants, conditions, products, and yield Starting materials: Cl.CC1(C=2C=CC(=CC2C(CC1)(C)C)C=1N=C(SC1)N1CCC(CC1)N)C (1-[4-(5,5,8,8-tetramethyl-5,6,7,8-tetrahydronaphthalen-2-yl)thiazol-2-yl]piperidin-4-ylamine hydrochloride), C[N+](C)(C)C.[F-] (TMAF), BrCCCCCCO[Si](C)(C)C(C)(C)C ((6-bromohexyloxy)tert-butyldimethylsilane), C1CCOC1 (THF). Yields the product CC1(C=2C=CC(=CC2C(CC1)(C)C)C=1N=C(SC1)N1CCC(CC1)NCCCCCCO)C (6-{1-[4-(5,5,8,8-tetramethyl-5,6,7,8-tetrahydronaphthalen-2-yl)thiazol-2-yl]piperidin-4-ylamino}hexan-1-ol). RXN SMILES: Cl.[CH3:2][C:3]1([CH3:27])[CH2:12][CH2:11][C:10]([CH3:14])([CH3:13])[C:9]2[CH:8]=[C:7]([C:15]3[N:16]=[C:17]([N:20]4[CH2:25][CH2:24][CH:23]([NH2:26])[CH2:22][CH2:21]4)[S:18][CH:19]=3)[CH:6]=[CH:5][C:4]1=2.Br[CH2:29][CH2:30][CH2:31][CH2:32][CH2:33][CH2:34][O:35][Si](C(C)(C)C)(C)C.C1COCC1.C[N+](C)(C)C.[F-]>>[CH3:2][C:3]1([CH3:27])[CH2:12][CH2:11][C:10]([CH3:13])([CH3:14])[C:9]2[CH:8]=[C:7]([C:15]3[N:16]=[C:17]([N:20]4[CH2:25][CH2:24][CH:23]([NH:26][CH2:29][CH2:30][CH2:31][CH2:32][CH2:33][CH2:34][OH:35])[CH2:22][CH2:21]4)[S:18][CH:19]=3)[CH:6]=[CH:5][C:4]1=2 |f:0.1,4.5|. Procedure: The preparation was carried out as already described starting from 100 mg (0.16 mmol) of 1-[4-(5,5,8,8-tetramethyl-5,6,7,8-tetrahydronaphthalen-2-yl)thiazol-2-yl]piperidin-4-ylamine hydrochloride and 90 μl (0.32 mmol) of (6-bromohexyloxy)tert-butyldimethylsilane. The protecting group was cleaved off in THF using 7 equivalent of TMAF. The product was purified by means of preparative HPLC. The product is in the form of the hydrochloride. Starting materials: ClC=1C=C(C=CC1OC(C)C)C1=NC(=NO1)C=1C=CC=C2C(=CNC12)CCC=O (3-[7-(5-{3-chloro-4-[(1-methylethyl)oxy]phenyl}-1,2,4-oxadiazol-3-yl)-1H-indol-3-yl]propanal), [BH4-].[Na+] (NaBH4). Reaction conditions: temperature 20 celsius, time 8 hour. The product is ClC=1C=C(C=CC1OC(C)C)C1=NC(=NO1)C=1C=CC=C2C(=CNC12)CCCO (3-[7-(5-{3-chloro-4-[(1-methylethyl)oxy]phenyl}-1,2,4-oxadiazol-3-yl)-1H-indol-3-yl]-1-propanol). Isolated yield 92.9%. As a reaction SMILES: [Cl:1][C:2]1[CH:3]=[C:4]([C:12]2[O:16][N:15]=[C:14]([C:17]3[CH:18]=[CH:19][CH:20]=[C:21]4[C:25]=3[NH:24][CH:23]=[C:22]4[CH2:26][CH2:27][CH:28]=[O:29])[N:13]=2)[CH:5]=[CH:6][C:7]=1[O:8][CH:9]([CH3:11])[CH3:10].[BH4-].[Na+]>>[Cl:1][C:2]1[CH:3]=[C:4]([C:12]2[O:16][N:15]=[C:14]([C:17]3[CH:18]=[CH:19][CH:20]=[C:21]4[C:25]=3[NH:24][CH:23]=[C:22]4[CH2:26][CH2:27][CH2:28][OH:29])[N:13]=2)[CH:5]=[CH:6][C:7]=1[O:8][CH:9]([CH3:10])[CH3:11] |f:1.2|. Procedure: To a solution of 3-[7-(5-{3-chloro-4-[(1-methylethyl)oxy]phenyl}-1,2,4-oxadiazol-3-yl)-1H-indol-3-yl]propanal (D92) (300 mg) was added NaBH4 (138 mg). The reaction mixture was stirred at 20° C. overnight. The reaction mixture was evaporated and the residue was partitioned between DCM (50 mL) and water (25 mL). The organic phase was washed with water and brine, dried over sodium sulphate and evaporated in vacuo to afford the product 3-[7-(5-{3-chloro-4-[(1-methyl ethyl)oxy]phenyl}-1,2,4-oxadiazol... Reactants: CC(=O)O, COc1cccc(C(=O)NC2CCNCC2)c1, CCOC(C)=O, ClC(Cl)Cl, [Na+], O=Cc1ccc2c(c1)NC(=O)CC2, [OH-], O. Yields the product COc1cccc(C(=O)NC2CCN(Cc3ccc4c(c3)NC(=O)CC4)CC2)c1. As a reaction SMILES: [C:31]([OH:32])(=[O:33])[CH3:34].[CH3:14][O:15][c:16]1[cH:17][c:18]([C:19](=[O:20])[NH:21][CH:22]2[CH2:23][CH2:24][NH:25][CH2:26][CH2:27]2)[cH:28][cH:29][cH:30]1.[CH3:41][CH2:42][O:43][C:44]([CH3:45])=[O:46].[Cl:37][CH:38]([Cl:39])[Cl:40].[Na+:36].[O:1]=[C:2]1[NH:3][c:4]2[cH:5][c:6]([CH:12]=[O:13])[cH:7][cH:8][c:9]2[CH2:10][CH2:11]1.[OH-:35].[OH2:47]>>[O:1]=[C:2]1[NH:3][c:4]2[cH:5][c:6]([CH2:12][N:25]3[CH2:24][CH2:23][CH:22]([NH:21][C:19]([c:18]4[cH:17][c:16]([O:15][CH3:14])[cH:30][cH:29][cH:28]4)=[O:20])[CH2:27][CH2:26]3)[cH:7][cH:8][c:9]2[CH2:10][CH2:11]1. Starting materials: O=C([O-])[O-], C=CCOC(=O)c1cc(C(=O)N(C)O)cc([N+](=O)[O-])c1, C=CCBr, [K+], [K+], CN(C)C=O. Yields the product C=CCOC(=O)c1cc(C(=O)N(C)OCC=C)cc([N+](=O)[O-])c1. RXN SMILES: [C:25](=[O:26])([O-:27])[O-:28].[CH2:1]([CH:2]=[CH2:3])[O:4][C:5]([c:6]1[cH:7][c:8]([C:15]([N:16]([CH3:17])[OH:18])=[O:19])[cH:9][c:10]([N+:12](=[O:13])[O-:14])[cH:11]1)=[O:20].[CH2:21]([CH:22]=[CH2:23])[Br:24].[K+:29].[K+:30].[O:31]=[CH:32][N:33]([CH3:34])[CH3:35]>>[CH2:1]([CH:2]=[CH2:3])[O:4][C:5]([c:6]1[cH:7][c:8]([C:15]([N:16]([CH3:17])[O:18][CH2:23][CH:22]=[CH2:21])=[O:19])[cH:9][c:10]([N+:12](=[O:13])[O-:14])[cH:11]1)=[O:20]. Reactants: Cl.NCCC1=CNC2=CC=CC=C12 (tryptaminehydrochloride), COC(C(=O)CCl)=O (methyl-3-chloropyruvate), [OH-].[NH4+] (ammonium hydroxide). Run in [Cl-].[Na+].O (brine), CO (methanol). Product: ClCC1NCCC=2C3=CC=CC=C3NC12 (chloromethyl tetrahydro-β-carboline). The yield is 77.4%. RXN SMILES: Cl.[NH2:2][CH2:3][CH2:4][C:5]1[C:13]2[C:8](=[CH:9][CH:10]=[CH:11][CH:12]=2)[NH:7][CH:6]=1.COC(=O)[C:17]([CH2:19][Cl:20])=O.[OH-].[NH4+]>CO.[Cl-].[Na+].O>[Cl:20][CH2:19][CH:17]1[C:6]2[NH:7][C:8]3[C:13](=[CH:12][CH:11]=[CH:10][CH:9]=3)[C:5]=2[CH2:4][CH2:3][NH:2]1 |f:0.1,3.4,6.7.8|. Procedure details: A suspension of 108.4 g (0.55 mol) of tryptaminehydrochloride in 1 liter of dry methanol and 93.2 g (0.68 mol) of methyl-3-chloropyruvate* was refluxed under N2 for 24 h. The cooled mixture was poured into brine, made basic with ammonium hydroxide and extracted with dichloromethane. Concentration and trituration with ethyl acetate gave 94.0 g (61.3%) of the chloromethyl tetrahydro-β-carboline, melting point ("mp") 123°-125° C. The product was recrystallized from dichloromethane/pentane. The reactants are Cl (HCl), ClC1=C(C=CC(=C1)[N+](=O)[O-])C#CCN(CC)CC ([3-(2-chloro-4-nitro-phenyl)-prop-2-ynyl]-diethyl-amine), C([O-])([O-])=O.[Na+].[Na+] (sodium carbonate). The reagents and catalysts are [Fe] (iron). Solvent: CCO (EtOH), CCO (EtOH). Yields the product ClC=1C=C(C=CC1C#CCN(CC)CC)N (3-chloro-4-(3-diethylamino-prop-1-ynyl)-phenylamine). As a reaction SMILES: Cl.[Cl:2][C:3]1[CH:8]=[C:7]([N+:9]([O-])=O)[CH:6]=[CH:5][C:4]=1[C:12]#[C:13][CH2:14][N:15]([CH2:18][CH3:19])[CH2:16][CH3:17].C(=O)([O-])[O-].[Na+].[Na+]>CCO.[Fe]>[Cl:2][C:3]1[CH:8]=[C:7]([NH2:9])[CH:6]=[CH:5][C:4]=1[C:12]#[C:13][CH2:14][N:15]([CH2:16][CH3:17])[CH2:18][CH3:19] |f:2.3.4|. Reported procedure: A solution of 15 mL of conc. aqueous HCl in 15 mL EtOH was added to a suspension of 4.189 g (75.00 mmol) of iron powder and 2.00 g (7.50 mmol) of [3-(2-chloro-4-nitro-phenyl)-prop-2-ynyl]-diethyl-amine in 20 mL of EtOH with vigorous stirring and the mixture was stirred for 30 minutes. The reaction mixture was neutralised with 200 mL of 10% aqueous sodium carbonate solution and exhaustively extracted with EtOAc. The combined org. phases were dried over magnesium sulphate, evaporated down i. vac. ... Reaction SMILES: C(=O)C.[CH3:4][O:5][C:6]1[CH:11]=[C:10]([CH2:12][NH:13][CH2:14][CH2:15][CH2:16][NH:17][CH2:18][CH2:19][CH2:20][CH2:21][NH:22][CH2:23][CH2:24][CH2:25][NH2:26])[CH:9]=[CH:8][C:7]=1[OH:27].C(O)(=O)/C=C\C(O)=O.[CH2:36]([N:39]([C:43]1[NH:44][CH:45]=[C:46]2[CH2:51][CH2:50][CH2:49][CH2:48][C:47]=12)[CH2:40][CH2:41]C)[CH2:37]C>>[CH3:4][O:5][C:6]1[CH:11]=[C:10]([CH2:12][NH:13][CH2:14][CH2:15][CH2:16][NH:17][CH2:18][CH2:19][CH2:20][CH2:21][NH:22][CH2:23][CH2:24][CH2:25][NH2:26])[CH:9]=[CH:8][C:7]=1[OH:27].[CH2:36]([N:39]([C:43]1[NH:44][CH:45]=[C:46]2[CH2:51][CH2:50][CH2:49][CH2:48][C:47]=12)[CH2:40][CH3:41])[CH3:37] |f:1.2.3,4.5|. The reactants are C(C)=O (acetaldehyde), COC1=C(C=CC(=C1)CNCCCNCCCCNCCCN)O.C(\C=C/C(=O)O)(=O)O.C(CC)N(CCC)C=1NC=C2C1CCCC2 (dl-5 di-n-propylamino-4,5,6,7-tetrahydro-2H-benzo[c]pyrrole maleate). Procedure details: Following the above procedure but substituting propionaldehyde for acetaldehyde, dl-5-di-n-propylamino-4,5,6,7-tetrahydro-2H-benzo[c]pyrrole maleate was prepared, melting at 134°-136° C. after recrystallization from an isopropanol-ether solvent mixture. Yields the product COC1=C(C=CC(=C1)CNCCCNCCCCNCCCN)O.C(C)N(CC)C=1NC=C2C1CCCC2 (DL-5 DIETHYLAMINO-4,5,6,7-TETRAHYDRO-2H-BENZO[c]PYRROLE).